Dataset: the Open Reaction Database (ORD), a public repository of structured organic reaction records. Task: describe an organic reaction: reactants, conditions, products, and yield The reactants are Wittig reagent, CS(=O)C (dimethylsulfoxide), ClC1=C(C(=O)C2=CC=C(C=C2)Cl)C=CC(=C1)[N+](=O)[O-] (2,4'-dichloro-4-nitrobenzophenone), [H-].[Na+] (sodium hydride), CS(=O)C (dimethylsulfoxide), [H][H] (hydrogen). Reagents/catalysts: [Br-].C[P+](C1=CC=CC=C1)(C1=CC=CC=C1)C1=CC=CC=C1 ((methyl)triphenylphosphonium bromide). Solvent: O (water). Reaction conditions: time 15 minute. Product: ClC1=CC=C(C=C1)C(=C)C1=C(C=C(C=C1)[N+](=O)[O-])Cl (1-(4-chlorophenyl)-1-(2-chloro-4-nitrophenyl)ethylene). Reaction SMILES: [H-].[Na+].[H][H].[Cl:5][C:6]1[CH:20]=[C:19]([N+:21]([O-:23])=[O:22])[CH:18]=[CH:17][C:7]=1[C:8]([C:10]1[CH:15]=[CH:14][C:13]([Cl:16])=[CH:12][CH:11]=1)=O.[CH3:24]S(C)=O>[Br-].C[P+](C1C=CC=CC=1)(C1C=CC=CC=1)C1C=CC=CC=1.O>[Cl:16][C:13]1[CH:14]=[CH:15][C:10]([C:8]([C:7]2[CH:17]=[CH:18][C:19]([N+:21]([O-:23])=[O:22])=[CH:20][C:6]=2[Cl:5])=[CH2:24])=[CH:11][CH:12]=1 |f:0.1,5.6|. Reported procedure: To 2.5 g (0.06 mole) of 60% commercial sodium hydride was added 50 ml of sieve-dried dimethylsulfoxide. The stirring mixture was heated until evolution of hydrogen gas ceased. The mixture was cooled in an ice-box and 21.4 g (0.06 mole) of (methyl)triphenylphosphonium bromide, a Wittig reagent, dissolved in 60 ml of sieve-dried dimethylsulfoxide, was added in a few minutes. The resulting mixture was stirred for 15 minutes at room temperature. Then, 9 g (0.03 mole) of 2,4'-dichloro-4-nitrobenzophe... The reactants are S(=O)(Cl)Cl (thionyl chloride), BrC=1C=NC=C(C(=O)O)C1 (5-bromonicotinic acid), C(C)O (ethanol). Run at time 4 day. Yields the product BrC=1C=NC=C(C(=O)OCC)C1 (ethyl 5-bromonicotinate). Yield: 82.0%. As a reaction SMILES: S(Cl)(Cl)=O.[Br:5][C:6]1[CH:7]=[N:8][CH:9]=[C:10]([CH:14]=1)[C:11]([OH:13])=[O:12].[CH2:15](O)[CH3:16]>>[Br:5][C:6]1[CH:7]=[N:8][CH:9]=[C:10]([CH:14]=1)[C:11]([O:13][CH2:15][CH3:16])=[O:12]. Procedure: 20 ml (27 mmol) of thionyl chloride are added dropwise, at room temperature, to a solution of 10 g (49 mmol) of 5-bromonicotinic acid in 250 ml of ethanol. The reaction medium is stirred at room temperature for 4 days and then evaporated under vacuum. The residue is taken up in dichloromethane and washed with aqueous sodium carbonate solution. The organic phase is dried over sodium sulfate, filtered and evaporated under vacuum. The residue obtained is purified by chromatography on a column of si... The reactants are FC1=C(C=O)C=C(C=C1)F (2,5-difluorobenzaldehyde), SCC(=O)O (2-mercaptoacetic acid). Run in [OH-].[K+] (potassium hydroxide), O (water), O (water). Run at temperature 125 celsius. Yields the product FC1=CC2=C(SC(=C2)C(=O)O)C=C1 (5-fluoro-2-benzo-[b]thiophenecarboxylic acid). Yield: 80.1%. RXN SMILES: F[C:2]1[CH:9]=[CH:8][C:7]([F:10])=[CH:6][C:3]=1[CH:4]=O.[SH:11][CH2:12][C:13]([OH:15])=[O:14]>[OH-].[K+].O>[F:10][C:7]1[CH:8]=[CH:9][C:2]2[S:11][C:12]([C:13]([OH:15])=[O:14])=[CH:4][C:3]=2[CH:6]=1 |f:2.3|. Procedure: In a glass pressure bottle, 2,5-difluorobenzaldehyde (11 ml, 0.1 mol) was added to a solution of 2-mercaptoacetic acid (9 ml) in potassium hydroxide (16.5 g) and water (155 ml). The bottle was then sealed and heated in a hot oil bath to 125±5° C. for 1.25 hours. The bottle was then removed from the hot oil bath and cooled. A pale yellow precipitate was obtained in the bottle. At ambient temperature, the bottle was opened and sufficient water was added to dissolve the precipitate. The resultant a... Reactants: C([O-])([O-])=O.[K+].[K+] (potassium carbonate), CC=1C=C(C(=O)C=2OC3=CC=CC=C3C(C2)=O)C=C(C1O)C (2-(3,5-dimethyl 4-hydroxy benzoyl) chromone), BrCCCBr (1,3-dibromo propane). The solvent is CN(C=O)C (dimethyl formamide). Conditions: time 15 hour. Product: BrCCCOC1=C(C=C(C(=O)C=2OC3=CC=CC=C3C(C2)=O)C=C1C)C (2-[4-(3-bromo propoxy) 3,5-dimethyl benzoyl] chromone). As a reaction SMILES: C(=O)([O-])[O-].[K+].[K+].[CH3:7][C:8]1[CH:9]=[C:10]([CH:24]=[C:25]([CH3:28])[C:26]=1[OH:27])[C:11]([C:13]1[O:14][C:15]2[C:20]([C:21](=[O:23])[CH:22]=1)=[CH:19][CH:18]=[CH:17][CH:16]=2)=[O:12].[Br:29][CH2:30][CH2:31][CH2:32]Br>CN(C)C=O>[Br:29][CH2:30][CH2:31][CH2:32][O:27][C:26]1[C:25]([CH3:28])=[CH:24][C:10]([C:11]([C:13]2[O:14][C:15]3[C:20]([C:21](=[O:23])[CH:22]=2)=[CH:19][CH:18]=[CH:17][CH:16]=3)=[O:12])=[CH:9][C:8]=1[CH3:7] |f:0.1.2|. Reported procedure: 27.6 g (0.2 mol) of potassium carbonate was added to a solution of 29.4 g (0.1 mol) of 2-(3,5-dimethyl 4-hydroxy benzoyl) chromone in 150 ml of dimethyl formamide, 101 g (0.5 mol) of 1,3-dibromo propane was added and the admixture left at ambient temperature for 15 hours with constant agitation. The potassium bromide precipitate was filtered, the dimethyl formamide was concentrated in vacuo and the residue dissolved in 300 ml of water. Extraction was effected with 200 ml of methylene chloride, a... The reactants are C(C)[SiH](CC)CC (triethylsilane), ClC1=CC2=C(C(=N1)C)C(=NN2C(C2=CC=CC=C2)(C2=CC=CC=C2)C2=CC=CC=C2)N2CCOCC2 (4-(6-Chloro-4-methyl-1-trityl-1H-pyrazolo[4,3-c]pyridin-3-yl)morpholine), FC1=CC=C(C=C1)[C@@H]([C@@H](C)O)NC(=O)N (1-((1S,2R)-1-(4-fluorophenyl)-2-hydroxypropyl)urea), C([O-])([O-])=O.[Cs+].[Cs+] (cesium carbonate). The reagents and catalysts are CC(C)C1=CC(=C(C(=C1)C(C)C)C2=C(C=CC(=C2P(C3CCCCC3)C4CCCCC4)OC)OC)C(C)C.C1=CC=C([C-]=C1)CCN.Cl[Pd+] (BrettPhos palladacycle). The solvent is O1CCOCC1 (dioxane), C(Cl)Cl (DCM). Run at temperature 90 celsius, time 6 hour. The product is CC1=NC(=CC2=C1C(=NN2)N2CCOCC2)NC(N)=O (3-(4-methyl-3-morpholino-1H-pyrazolo[4,3-c]pyridin-6-yl)urea). Reaction SMILES: Cl[C:2]1[N:7]=[C:6]([CH3:8])[C:5]2[C:9]([N:31]3[CH2:36][CH2:35][O:34][CH2:33][CH2:32]3)=[N:10][N:11](C(C3C=CC=CC=3)(C3C=CC=CC=3)C3C=CC=CC=3)[C:4]=2[CH:3]=1.FC1C=CC([C@H]([NH:48][C:49]([NH2:51])=[O:50])[C@H](O)C)=CC=1.C(=O)([O-])[O-].[Cs+].[Cs+].C([SiH](CC)CC)C>O1CCOCC1.C(Cl)Cl.CC(C1C=C(C(C)C)C(C2C(P(C3CCCCC3)C3CCCCC3)=C(OC)C=CC=2OC)=C(C(C)C)C=1)C.C1C=[C-]C(CCN)=CC=1.Cl[Pd+]>[CH3:8][C:6]1[C:5]2[C:9]([N:31]3[CH2:32][CH2:33][O:34][CH2:35][CH2:36]3)=[N:10][NH:11][C:4]=2[CH:3]=[C:2]([NH:48][C:49](=[O:50])[NH2:51])[N:7]=1 |f:2.3.4,8.9.10|. Procedure: 4-(6-Chloro-4-methyl-1-trityl-1H-pyrazolo[4,3-c]pyridin-3-yl)morpholine (75 mg, 0.152 mmol), 1-((1S,2R)-1-(4-fluorophenyl)-2-hydroxypropyl)urea, (48.2 mg, 0.227 mmol), BrettPhos palladacycle (12.10 mg, 0.015 mmol), cesium carbonate (128 mg, 0.394 mmol) 2-(dicyclohexylphosphino)3,6-dimethoxy-2′,4′,6′-triisopropyl-1,1′-biphenyl (8.13 mg, 0.015 mmol) were dissolved in dioxane (1 mL) and purged under agron for five minutes. The reaction mixture was heated to 90° C. and stirred for six hrs. The react... Starting materials: Cl (hydrochloric acid), [O-]C#N.[K+] (potassium cyanate), NCC(C1=C(C(=CC=C1)Cl)Cl)NC(OC(C)(C)C)=O (tert-Butyl [2-amino-1-(2,3-dichlorophenyl)ethyl]carbamate). Solvent: O.CO (water methanol). Conditions: time 8 hour. Product: C(N)(=O)NCC(C1=C(C(=CC=C1)Cl)Cl)NC(OC(C)(C)C)=O (tert-Butyl [2-(carbamoylamino)-1-(2,3-dichlorophenyl)ethyl]carbamate). Reaction SMILES: [NH2:1][CH2:2][CH:3]([NH:12][C:13](=[O:19])[O:14][C:15]([CH3:18])([CH3:17])[CH3:16])[C:4]1[CH:9]=[CH:8][CH:7]=[C:6]([Cl:10])[C:5]=1[Cl:11].Cl.[O-:21][C:22]#[N:23].[K+]>O.CO>[C:22]([NH:1][CH2:2][CH:3]([NH:12][C:13](=[O:19])[O:14][C:15]([CH3:16])([CH3:18])[CH3:17])[C:4]1[CH:9]=[CH:8][CH:7]=[C:6]([Cl:10])[C:5]=1[Cl:11])(=[O:21])[NH2:23] |f:2.3,4.5|. Procedure: Of the compound from Example 40A, 192 mg (0.63 mmol) were introduced in 11 ml of water/methanol 1:2 and admixed in succession at RT with 0.63 ml (0.63 mmol) of 1M hydrochloric acid and 166 mg (2.05 mmol) of potassium cyanate. The reaction mixture was stirred at RT overnight and then freed from the methanol on a rotary evaporator. The residue was taken up in DMSO and purified by preparative HPLC [Method 20]. The product fraction was concentrated on a rotary evaporator. Drying of the residue in an...